This data is from the Open Reaction Database (ORD), a public repository of structured organic reaction records. The task is: describe an organic reaction: reactants, conditions, products, and yield Starting materials: O=C([O-])[O-], CN(C)C=O, [Cs+], [Cs+], CCCCCCI, CCOC(=O)CN(CC(C)C)S(=O)(=O)c1ccc(O)cc1. Product: CCCCCCOc1ccc(S(=O)(=O)N(CC(=O)OCC)CC(C)C)cc1. As a reaction SMILES: [C:22](=[O:23])([O-:24])[O-:25].[CH3:35][N:36]([CH3:37])[CH:38]=[O:39].[Cs+:26].[Cs+:27].[I:28][CH2:29][CH2:30][CH2:31][CH2:32][CH2:33][CH3:34].[OH:1][c:2]1[cH:3][cH:4][c:5]([S:8](=[O:9])(=[O:10])[N:11]([CH2:12][C:13](=[O:14])[O:15][CH2:16][CH3:17])[CH2:18][CH:19]([CH3:20])[CH3:21])[cH:6][cH:7]1>>[O:1]([c:2]1[cH:3][cH:4][c:5]([S:8](=[O:9])(=[O:10])[N:11]([CH2:12][C:13](=[O:14])[O:15][CH2:16][CH3:17])[CH2:18][CH:19]([CH3:20])[CH3:21])[cH:6][cH:7]1)[CH2:29][CH2:30][CH2:31][CH2:32][CH2:33][CH3:34].